Dataset: the Open Reaction Database (ORD), a public repository of structured organic reaction records. Task: describe an organic reaction: reactants, conditions, products, and yield Starting materials: S1C=NC=C1 (thiazole), [Li]CCCC (n-BuLi), BrC1=CC(=NC2=CC=C(C=C12)C(=O)C1=CC=C(C=C1)Cl)OC(C)(C)C ((4-bromo-2-tert-butoxyquinolin-6-yl) (4-chlorophenyl) methanone). The solvent is O1CCCC1 (tetrahydrofuran), O1CCCC1 (tetrahydrofuran). Conditions: temperature -78 celsius, time 50 minute. Yields the product BrC1=CC(=NC2=CC=C(C=C12)C(O)(C=1SC=CN1)C1=CC=C(C=C1)Cl)OC(C)(C)C ((4-bromo-2-tert-butoxyquinolin-6-yl)(4-chlorophenyl)(thiazol-2-yl)methanol). As a reaction SMILES: [S:1]1[CH:5]=[CH:4][N:3]=[CH:2]1.[Li]CCCC.[Br:11][C:12]1[C:21]2[C:16](=[CH:17][CH:18]=[C:19]([C:22]([C:24]3[CH:29]=[CH:28][C:27]([Cl:30])=[CH:26][CH:25]=3)=[O:23])[CH:20]=2)[N:15]=[C:14]([O:31][C:32]([CH3:35])([CH3:34])[CH3:33])[CH:13]=1>O1CCCC1>[Br:11][C:12]1[C:21]2[C:16](=[CH:17][CH:18]=[C:19]([C:22]([C:24]3[CH:29]=[CH:28][C:27]([Cl:30])=[CH:26][CH:25]=3)([C:2]3[S:1][CH:5]=[CH:4][N:3]=3)[OH:23])[CH:20]=2)[N:15]=[C:14]([O:31][C:32]([CH3:35])([CH3:34])[CH3:33])[CH:13]=1. Procedure details: Into a 50-mL 3-necked round-bottom flask purged and maintained with an inert atmosphere of nitrogen, was placed a solution of thiazole (255 mg, 3.00 mmol, 2.00 equip) in tetrahydrofuran (15 mL). To the resulting mixture was then added n-BuLi (1 mL, 1.70 equip, 2.5 M) dropwise with stirring at −78° C. The resulting solution was stirred for 50 min at −78° C. To the resulting mixture was added a solution of (4-bromo-2-tert-butoxyquinolin-6-yl) (4-chlorophenyl) methanone (630 mg, 1.50 mmol, 1.00 equ... The reactants are OC(=O)C(F)(F)F.C1(=CC=CC=C1)C1=NC(=NC=C1)N1CCNCC1 (4-phenyl-2-(piperazin-1-yl)pyrimidine TFA salt), FC(C1=NC(=NO1)C=1C=C(C(=O)O)C=CC1)(F)F (3-(5-(trifluoromethyl)-1,2,4-oxadiazol-3-yl)benzoic acid). The product is C1(=CC=CC=C1)C1=NC(=NC=C1)N1CCN(CC1)C(=O)C1=CC(=CC=C1)C1=NOC(=N1)C(F)(F)F ((4-(4-Phenylpyrimidin-2-yl)piperazin-1-yl)(3-(5-(trifluoromethyl)-1,2,4-oxadiazol-3-yl)phenyl)methanone). Isolated yield 53.0%. Reaction SMILES: OC(C(F)(F)F)=O.[C:8]1([C:14]2[CH:19]=[CH:18][N:17]=[C:16]([N:20]3[CH2:25][CH2:24][NH:23][CH2:22][CH2:21]3)[N:15]=2)[CH:13]=[CH:12][CH:11]=[CH:10][CH:9]=1.[F:26][C:27]([F:43])([F:42])[C:28]1[O:32][N:31]=[C:30]([C:33]2[CH:34]=[C:35]([CH:39]=[CH:40][CH:41]=2)[C:36](O)=[O:37])[N:29]=1>>[C:8]1([C:14]2[CH:19]=[CH:18][N:17]=[C:16]([N:20]3[CH2:25][CH2:24][N:23]([C:36]([C:35]4[CH:39]=[CH:40][CH:41]=[C:33]([C:30]5[N:29]=[C:28]([C:27]([F:42])([F:26])[F:43])[O:32][N:31]=5)[CH:34]=4)=[O:37])[CH2:22][CH2:21]3)[N:15]=2)[CH:9]=[CH:10][CH:11]=[CH:12][CH:13]=1 |f:0.1|. Procedure details: This compound was synthesized from 4-phenyl-2-(piperazin-1-yl)pyrimidine TFA salt and 3-(5-(trifluoromethyl)-1,2,4-oxadiazol-3-yl)benzoic acid as described for example 37 step 3 (100 mg, yield 53%). 1H NMR (400 MHz, MeOD) δ 8.31-8.25 (m, 5H), 7.78-7.72 (m, 2H), 7.47-7.45 (m, 3H), 6.77-6.75 (d, J=6.3 Hz, 1H), 3.99-3.87 (m, 6H), 3.66 (s, 2H). MS (ESI) m/z: Calculated for C24H19F3N6O2: 480.15. found: 481.2 (M+H)+